This data is from the Open Reaction Database (ORD), a public repository of structured organic reaction records. The task is: describe an organic reaction: reactants, conditions, products, and yield Starting materials: solution, C[Si]([N-][Si](C)(C)C)(C)C.[K+] (potassium hexamethyl disilazide), S(O)(O)(=O)=O (sulfuric acid), ClC1=C(C(=CC=C1C)F)OC (2-chloro-6-fluoro-3-methylanisole), N(=O)O.C(C(C)C)(=O)O (isobutyric acid nitrite). Run in C1(=CC=CC=C1)C (toluene), C(C)(=O)OCC (ethyl acetate), C1(=CC=CC=C1)C (toluene), C(C)(=O)OCC (ethyl acetate), O (water). Run at temperature 27 celsius, time 19 day. The product is ClC=1C(=C(C=CC1C)C(C#N)(C)C)OC (2-(3-Chloro-2-methoxy-4-methylphenyl)-2-methylpropanenitrile). Yield: 53.4%. RXN SMILES: [Cl:1][C:2]1[C:7]([CH3:8])=[CH:6][CH:5]=[C:4](F)[C:3]=1[O:10][CH3:11].N(O)=O.[C:15](O)(=O)[CH:16]([CH3:18])[CH3:17].C[Si](C)(C)[N-:23][Si](C)(C)C.[K+].S(=O)(=O)(O)O>C1(C)C=CC=CC=1.C(OCC)(=O)C.O>[Cl:1][C:2]1[C:3]([O:10][CH3:11])=[C:4]([C:16]([CH3:18])([CH3:17])[C:15]#[N:23])[CH:5]=[CH:6][C:7]=1[CH3:8] |f:1.2,3.4|. Procedure details: 17.6 g (100.8 mmol) of 2-chloro-6-fluoro-3-methylanisole is dissolved in 880 ml of toluene. After 27.8 g (403.2 mmol) of isobutyric acid nitrite is added, 302.4 ml (151.2 mmol) of a 0.5 molar solution of potassium hexamethyl disilazide in toluene is added in drops within 40 minutes (temperature increase to 27° C.). After 19 days of stirring at room temperature, the batch is mixed with 300 ml of water and 400 ml of ethyl acetate, and then acidified with 10% sulfuric acid until a pH of 4 is reache... The reactants are C(C1=CC=CC=C1)OC(=O)[C@H]1N(C[C@H](C1)NC(=O)OCC1C2=CC=CC=C2C=2C=CC=CC12)C([C@H](C1CCCCC1)NC(=O)OC(C)(C)C)=O ((2S,4S)-1-((S)-2-tert-Butoxycarbonylamino-2-cyclohexyl-acetyl)-4-(9H-fluoren-9-ylmethoxycarbonylamino)-pyrrolidine-2-carboxylic acid benzyl ester), Cl (HCl). Solvent: O1CCOCC1 (1,4-dioxane). Run at time 1 hour. The product is Cl.C(C1=CC=CC=C1)OC(=O)[C@H]1N(C[C@H](C1)NC(=O)OCC1C2=CC=CC=C2C=2C=CC=CC12)C([C@H](C1CCCCC1)N)=O ((2S,4S)-1-((S)-2-amino-2-cyclohexyl-acetyl)-4-(9H-fluoren-9-ylmethoxycarbonylamino)-pyrrolidine-2-carboxylic acid benzyl ester hydrochloride). Reaction SMILES: [CH2:1]([O:8][C:9]([C@@H:11]1[CH2:15][C@H:14]([NH:16][C:17]([O:19][CH2:20][CH:21]2[C:33]3[CH:32]=[CH:31][CH:30]=[CH:29][C:28]=3[C:27]3[C:22]2=[CH:23][CH:24]=[CH:25][CH:26]=3)=[O:18])[CH2:13][N:12]1[C:34](=[O:50])[C@@H:35]([NH:42]C(OC(C)(C)C)=O)[CH:36]1[CH2:41][CH2:40][CH2:39][CH2:38][CH2:37]1)=[O:10])[C:2]1[CH:7]=[CH:6][CH:5]=[CH:4][CH:3]=1.[ClH:51]>O1CCOCC1>[ClH:51].[CH2:1]([O:8][C:9]([C@@H:11]1[CH2:15][C@H:14]([NH:16][C:17]([O:19][CH2:20][CH:21]2[C:33]3[CH:32]=[CH:31][CH:30]=[CH:29][C:28]=3[C:27]3[C:22]2=[CH:23][CH:24]=[CH:25][CH:26]=3)=[O:18])[CH2:13][N:12]1[C:34](=[O:50])[C@@H:35]([NH2:42])[CH:36]1[CH2:41][CH2:40][CH2:39][CH2:38][CH2:37]1)=[O:10])[C:2]1[CH:3]=[CH:4][CH:5]=[CH:6][CH:7]=1 |f:3.4|. Procedure details: (2S,4S)-1-((S)-2-tert-Butoxycarbonylamino-2-cyclohexyl-acetyl)-4-(9H-fluoren-9-ylmethoxycarbonylamino)-pyrrolidine-2-carboxylic acid benzyl ester (1.07 g, 1.77 mmol) was dissolved in 4 M HCl in 1,4-dioxane (6 mL) at 0° C. and stirred for 1 h, the cooling bath removed and the reaction stirred for 1 h. The mixture was concentrated and the residue triturated with diethyl ether to give (2S,4S)-1-((S)-2-amino-2-cyclohexyl-acetyl)-4-(9H-fluoren-9-ylmethoxycarbonylamino)-pyrrolidine-2-carboxylic acid b... Starting materials: COC(=O)CCCCC(CCc1ccccc1OCc1ccc(C2CCCCC2)cc1)Sc1ccc(C(=O)OC)cc1, O=C(OO)c1cccc(Cl)c1, ClCCl. Yields the product COC(=O)CCCCC(CCc1ccccc1OCc1ccc(C2CCCCC2)cc1)S(=O)c1ccc(C(=O)OC)cc1. As a reaction SMILES: [CH:12]1([c:18]2[cH:19][cH:20][c:21]([CH2:22][O:23][c:24]3[c:25]([CH2:30][CH2:31][CH:32]([CH2:33][CH2:34][CH2:35][CH2:36][C:37](=[O:38])[O:39][CH3:40])[S:41][c:42]4[cH:43][cH:44][c:45]([C:46](=[O:47])[O:48][CH3:49])[cH:50][cH:51]4)[cH:26][cH:27][cH:28][cH:29]3)[cH:52][cH:53]2)[CH2:13][CH2:14][CH2:15][CH2:16][CH2:17]1.[Cl:1][c:2]1[cH:3][cH:4][cH:5][c:6]([C:7]([O:8][OH:10])=[O:9])[cH:11]1.[Cl:54][CH2:55][Cl:56]>>[O:9]=[S:41]([CH:32]([CH2:31][CH2:30][c:25]1[c:24]([O:23][CH2:22][c:21]2[cH:20][cH:19][c:18]([CH:12]3[CH2:13][CH2:14][CH2:15][CH2:16][CH2:17]3)[cH:53][cH:52]2)[cH:29][cH:28][cH:27][cH:26]1)[CH2:33][CH2:34][CH2:35][CH2:36][C:37](=[O:38])[O:39][CH3:40])[c:42]1[cH:43][cH:44][c:45]([C:46](=[O:47])[O:48][CH3:49])[cH:50][cH:51]1. Reaction SMILES: [Cl:1][C:2]1[CH:3]=[C:4]2[C:8](=[CH:9][C:10]=1[S:11](Cl)(=[O:13])=[O:12])[C:7](=[O:15])[CH:6]([CH3:16])[CH2:5]2.[NH3:17]>>[Cl:1][C:2]1[CH:3]=[C:4]2[C:8](=[CH:9][C:10]=1[S:11](=[O:13])(=[O:12])[NH2:17])[C:7](=[O:15])[CH:6]([CH3:16])[CH2:5]2. Procedure: According to Example 1 (d), the reaction of 5-chloro-6-chlorosulfonyl-2-methyl-1-indanone with liquid ammonia yields the raw product having a melting point of from 180° to 184° C. After recrystallization from ethanol, the compound melts at 190° to 192° C. The product is ClC=1C=C2CC(C(C2=CC1S(N)(=O)=O)=O)C (5-Chloro-2-methyl-6-sulfamoyl-1-indanone). Starting materials: Example 1 ( d ), ClC=1C=C2CC(C(C2=CC1S(=O)(=O)Cl)=O)C (5-chloro-6-chlorosulfonyl-2-methyl-1-indanone), N (ammonia). The reactants are ClCC(CC(=O)Cl)=O (γ-chloroacetoacetyl chloride), N(=O)OS(O)(=O)=O (nitrosylsulfuric acid), FC(C1=CC(=C(N)C(=C1)Cl)Cl)(F)F (4-(trifluoromethyl)-2,6-dichloroaniline). Solvent: ClCCl (dichloromethane), O (water), C(C)(=O)O (acetic acid). Run at temperature 0 celsius. The product is ClC1=C(C(=CC(=C1)C(F)(F)F)Cl)NN=C(C=O)CCl (3-Chloropyruvaldehyde-1-[2,6-dichloro-4-(trifluoromethyl)phenyl]-hydrazone). Reaction SMILES: [F:1][C:2]([F:13])([F:12])[C:3]1[CH:9]=[C:8]([Cl:10])[C:6]([NH2:7])=[C:5]([Cl:11])[CH:4]=1.[N:14](OS(=O)(=O)O)=O.ClC[C:23](=[O:28])[CH2:24][C:25]([Cl:27])=O>C(O)(=O)C.O.ClCCl>[Cl:11][C:5]1[CH:4]=[C:3]([C:2]([F:1])([F:12])[F:13])[CH:9]=[C:8]([Cl:10])[C:6]=1[NH:7][N:14]=[C:24]([CH2:25][Cl:27])[CH:23]=[O:28]. Procedure: 144.3 g of 4-(trifluoromethyl)-2,6-dichloroaniline (96 percent) was dissolved in 120 ml of acetic acid and mixed within one hour at 20° C. with 209.7 g of nitrosylsulfuric acid (40 percent in sulfuric acid monohydrate). Then the reaction mixture was cooled to 0° C. and diluted with 480 ml of water. This solution was instilled in a solution of 111.6 g of γ-chloroacetoacetyl chloride in 400 ml of dichloromethane (produced according to Swiss Patent No. 642,611) at -5° to 0° C. within one hour. The ... Starting materials: O=C1OCCC1Br, O=C([O-])[O-], CN(C)C=O, [K+], [K+], CC(C)(C)OC(=O)N1CCNCC1. Yields the product CC(C)(C)OC(=O)N1CCN(C2CCOC2=O)CC1. Reaction SMILES: [Br:20][CH:21]1[C:22](=[O:26])[O:23][CH2:24][CH2:25]1.[C:14](=[O:15])([O-:16])[O-:17].[CH3:27][N:28]([CH3:29])[CH:30]=[O:31].[K+:18].[K+:19].[N:1]1([C:7](=[O:8])[O:9][C:10]([CH3:11])([CH3:12])[CH3:13])[CH2:2][CH2:3][NH:4][CH2:5][CH2:6]1>>[N:1]1([C:7](=[O:8])[O:9][C:10]([CH3:11])([CH3:12])[CH3:13])[CH2:2][CH2:3][N:4]([CH:21]2[C:22](=[O:26])[O:23][CH2:24][CH2:25]2)[CH2:5][CH2:6]1. Reactants: C(CCCCCCCCCC)C=1NCCN1 (2-undecyl-2-imidazoline), C(C=C)(=O)OC (methyl acrylate). Solvent: C(Cl)Cl (methylene chloride). Yields the product C(=O)(OC)CCN1C(=NCC1)CCCCCCCCCCC (1-(2-Carbmethoxyethyl)-2-undecyl-2-imidazoline). Isolated yield 72.2%. RXN SMILES: [CH2:1]([C:12]1[NH:13][CH2:14][CH2:15][N:16]=1)[CH2:2][CH2:3][CH2:4][CH2:5][CH2:6][CH2:7][CH2:8][CH2:9][CH2:10][CH3:11].[C:17]([O:21][CH3:22])(=[O:20])[CH:18]=[CH2:19]>C(Cl)Cl>[C:17]([CH2:18][CH2:19][N:16]1[CH2:15][CH2:14][N:13]=[C:12]1[CH2:1][CH2:2][CH2:3][CH2:4][CH2:5][CH2:6][CH2:7][CH2:8][CH2:9][CH2:10][CH3:11])([O:21][CH3:22])=[O:20]. Reported procedure: 2.2 g (9.82 mmoles) of 2-undecyl-2-imidazoline and 1.4 g (16.3 mmoles) of methyl acrylate were dissolved in 50 ml of methylene chloride and the solution was heated to reflux. The reaction was followed by glc. The solution was concentrated and the residue was distilled at 160°-170° C./0.1 mm to give 2.2 g (72.4%) of product. Reactants: CC(=O)NCCN, CC#N, CO, O=C(O)CCn1cnc2c(=O)[nH]cnc21. The product is CC(=O)NCCNC(=O)CCn1cnc2c(=O)[nH]cnc21. As a reaction SMILES: [C:1]([CH3:2])(=[O:3])[NH:4][CH2:5][CH2:6][NH2:7].[CH3:23][C:24]#[N:25].[CH3:26][OH:27].[O:8]=[c:9]1[c:10]2[n:11][cH:12][n:13]([CH2:18][CH2:19][C:20](=[O:21])[OH:22])[c:14]2[n:15][cH:16][nH:17]1>>[C:1]([CH3:2])(=[O:3])[NH:4][CH2:5][CH2:6][NH:7][C:20]([CH2:19][CH2:18][n:13]1[cH:12][n:11][c:10]2[c:9](=[O:8])[nH:17][cH:16][n:15][c:14]21)=[O:22]. Reactants: C[C@@H]([C@@H](C1=CC=CC=C1)O)N ((1R, 2S)-(-)-norephedrine), C(C=1C(=CC=CC1)OC)=O (o-anisaldehyde), C(C)(=O)O[BH-](OC(C)=O)OC(C)=O.[Na+] (sodium triacetoxyborohydride). Run in C(C)(=O)O (acetic acid). Conditions: time 18 hour. The product is O[C@@H]([C@H](C)N(C)C1=C(C=CC=C1)OC)C1=CC=CC=C1 ((1R, 2S)-1-Hydroxy-1-phenyl-2-[(2-methoxy)-phenyl-methylamino]propane). Yield: 61.9%. RXN SMILES: [CH3:1][C@H:2]([NH2:11])[C@H:3]([OH:10])[C:4]1[CH:9]=[CH:8][CH:7]=[CH:6][CH:5]=1.C(=O)[C:13]1[C:14]([O:19][CH3:20])=[CH:15][CH:16]=[CH:17][CH:18]=1.[C:22](O[BH-](OC(=O)C)OC(=O)C)(=O)C.[Na+]>C(O)(=O)C>[OH:10][C@H:3]([C:4]1[CH:5]=[CH:6][CH:7]=[CH:8][CH:9]=1)[C@@H:2]([N:11]([C:13]1[CH:18]=[CH:17][CH:16]=[CH:15][C:14]=1[O:19][CH3:20])[CH3:22])[CH3:1] |f:2.3|. Procedure details: A solution of 1.00 g (6.61 mmol) (1R, 2S)-(-)-norephedrine and 1.12 g (8.26 mmol) of o-anisaldehyde in 20 ml of acetic acid was treated with 1.5 g of 3 Å molecular sieves. The mixture was treated with 2.8 g (13.22 mmol) of sodium triacetoxyborohydride in 0.1 g increments over 20 minutes. The reaction mixture was stirred at room temperature for 18 hours under a nitrogen atmosphere. The reaction was judged to be complete by thin layer analysis (eluting with 9:1 methylene chloride:methanol), the mi... The reactants are C(C)(C)(C)OC(N[C@H]1CN(CC1)C1=NC(=C2N=CN(C2=N1)[C@H]1[C@@H]([C@@H]([C@H](C1)N1N=CC(=C1)CC)O)O)NCC(C1=CC=CC=C1)C1=CC=CC=C1)=O (((R)-1-{6-(2,2-diphenyl-ethylamino)-9-[(1R,2S,3R,4S)-4-(4-ethyl-pyrazol-1-yl)-2,3-dihydroxy-cyclopentyl]-9H-purin-2-yl}-pyrrolidin-3-yl)-carbamic acid tert-butyl ester), Cl (HCl). Solvent: CO (methanol), O1CCOCC1 (1,4-dioxane). Yields the product N[C@H]1CN(CC1)C1=NC(=C2N=CN(C2=N1)[C@H]1[C@@H]([C@@H]([C@H](C1)N1N=CC(=C1)CC)O)O)NCC(C1=CC=CC=C1)C1=CC=CC=C1 ((1R,2S,3R,5S)-3-[2-((R)-3-Amino-pyrrolidin-1-yl)-6-(2,2-diphenyl-ethylamino)-purin-9-yl]-5-(4-ethyl-pyrazol-1-yl)-cyclopentane-1,2-diol). Reaction SMILES: C(OC(=O)[NH:7][C@@H:8]1[CH2:12][CH2:11][N:10]([C:13]2[N:21]=[C:20]3[C:16]([N:17]=[CH:18][N:19]3[C@@H:22]3[CH2:26][C@H:25]([N:27]4[CH:31]=[C:30]([CH2:32][CH3:33])[CH:29]=[N:28]4)[C@@H:24]([OH:34])[C@H:23]3[OH:35])=[C:15]([NH:36][CH2:37][CH:38]([C:45]3[CH:50]=[CH:49][CH:48]=[CH:47][CH:46]=3)[C:39]3[CH:44]=[CH:43][CH:42]=[CH:41][CH:40]=3)[N:14]=2)[CH2:9]1)(C)(C)C.Cl>CO.O1CCOCC1>[NH2:7][C@@H:8]1[CH2:12][CH2:11][N:10]([C:13]2[N:21]=[C:20]3[C:16]([N:17]=[CH:18][N:19]3[C@@H:22]3[CH2:26][C@H:25]([N:27]4[CH:31]=[C:30]([CH2:32][CH3:33])[CH:29]=[N:28]4)[C@@H:24]([OH:34])[C@H:23]3[OH:35])=[C:15]([NH:36][CH2:37][CH:38]([C:45]3[CH:46]=[CH:47][CH:48]=[CH:49][CH:50]=3)[C:39]3[CH:40]=[CH:41][CH:42]=[CH:43][CH:44]=3)[N:14]=2)[CH2:9]1. Procedure: ((R)-1-{6-(2,2-diphenyl-ethylamino)-9-[(1R,2S,3R,4S)-4-(4-ethyl-pyrazol-1-yl)-2,3-dihydroxy-cyclopentyl]-9H-purin-2-yl}-pyrrolidin-3-yl)-carbamic acid tert-butyl ester (first step a) (9.75 g, 14 mmol) is dissolved in methanol (2 ml). (4M) HCl in 1,4-dioxane (15 ml) is added and the reaction mixture is stirred at room temperature over night. The compound is purified by reverse phase column chromatography (Isolute™ C18, 0-100% MeCN in water—0.1% HCl). The compound is partitioned between DCM and sa...